This data is from the Open Reaction Database (ORD), a public repository of structured organic reaction records. The task is: describe an organic reaction: reactants, conditions, products, and yield The product is CC(C)(C)OC(=O)N1CC=C(N2CCOCC2)CC1. As a reaction SMILES: [C:1]([CH3:2])([CH3:3])([CH3:4])[O:5][C:6](=[O:7])[N:8]1[CH2:9][CH2:10][C:11](=[O:14])[CH2:12][CH2:13]1.[CH2:15]1[CH2:16][O:17][CH2:18][CH2:19][NH:20]1.[c:21]1([CH3:22])[cH:23][cH:24][c:25]([S:26]([OH:27])(=[O:28])=[O:29])[cH:30][cH:31]1.[cH:32]1[cH:33][cH:34][cH:35][cH:36][cH:37]1>>[C:1]([CH3:2])([CH3:3])([CH3:4])[O:5][C:6](=[O:7])[N:8]1[CH2:9][CH:10]=[C:11]([N:20]2[CH2:15][CH2:16][O:17][CH2:18][CH2:19]2)[CH2:12][CH2:13]1. Starting materials: CC(C)(C)OC(=O)N1CCC(=O)CC1, C1COCCN1, Cc1ccc(S(=O)(=O)O)cc1, c1ccccc1. Reactants: C[C@]12C(CC([C@H](CC1)O2)=O)=O ((1R*,5S*)-1-Methyl-8-oxabicyclo[3.2.1]octane-2,4-dione), C(Cl)(Cl)Cl (chloroform), Cl (hydrochloric acid), C(C)(=O)[O-].C(C)(=O)[O-].C(C)(=O)[O-].ClC1=CC=C(C2=CC(=C(C(=C2)CC)[Pb+3])CC)C=C1 (4′-Chloro-3,5-diethylbiphen-4-yllead triacetate). The reagents and catalysts are CN(C1=CC=NC=C1)C (4-dimethylamino-pyridine). Solvent: C1(=CC=CC=C1)C (toluene). Reaction conditions: temperature 80 celsius. Yields the product ClC1=CC=C(C=C1)C1=CC(=C(C(=C1)CC)C1C([C@]2(CC[C@@H](C1=O)O2)C)=O)CC ((1R*,5S*)-3-(4′-chloro-3,5-diethyl-biphenyl-4-yl)-1-methyl-8-oxabicyclo[3.2.1]octane-2,4-dione). The yield is 12.4%. RXN SMILES: [CH3:1][C@@:2]12[O:9][C@@H:6]([CH2:7][CH2:8]1)[C:5](=[O:10])[CH2:4][C:3]2=[O:11].C(Cl)(Cl)Cl.C([O-])(=O)C.C([O-])(=O)C.C([O-])(=O)C.[Cl:28][C:29]1[CH:45]=[CH:44][C:32]([C:33]2[CH:38]=[C:37]([CH2:39][CH3:40])[C:36]([Pb+3])=[C:35]([CH2:42][CH3:43])[CH:34]=2)=[CH:31][CH:30]=1.Cl>CN(C)C1C=CN=CC=1.C1(C)C=CC=CC=1>[Cl:28][C:29]1[CH:30]=[CH:31][C:32]([C:33]2[CH:34]=[C:35]([CH2:42][CH3:43])[C:36]([CH:4]3[C:5](=[O:10])[C@H:6]4[O:9][C@:2]([CH3:1])([CH2:8][CH2:7]4)[C:3]3=[O:11])=[C:37]([CH2:39][CH3:40])[CH:38]=2)=[CH:44][CH:45]=1 |f:2.3.4.5|. Reported procedure: (1R*,5S*)-1-Methyl-8-oxabicyclo[3.2.1]octane-2,4-dione (0.20 g, 1.30 mmol) and 4-dimethylamino-pyridine (0.792 g, 6.49 mmol) are added to a mixture of chloroform (4 ml) and toluene (1 ml). The reaction mixture is flushed with nitrogen for 15 minutes at ambient temperature. 4′-Chloro-3,5-diethylbiphen-4-yllead triacetate (0.896 g, 1.43 mmol) is added in one portion and the reaction mixture is stirred and heated to 80° C. under an atmosphere of nitrogen for 1 hour. The reaction mixture is cooled t... Starting materials: C(C)(C)(CC)N (tert-amylamine), C1COS(=O)(=O)C1 (1,3-propane sultone). Solvent: O1CCCC1 (tetrahydrofuran). Product: C(C)(C)(CC)NCCCS(=O)(=O)O (3-(tert-amyl)amino-1-propanesulfonic acid). Reaction SMILES: [C:1]([NH2:6])([CH2:4][CH3:5])([CH3:3])[CH3:2].[CH2:7]1[CH2:13][S:10](=[O:12])(=[O:11])[O:9][CH2:8]1>O1CCCC1>[C:1]([NH:6][CH2:8][CH2:7][CH2:13][S:10]([OH:12])(=[O:11])=[O:9])([CH2:4][CH3:5])([CH3:3])[CH3:2]. Procedure details: To a solution of tert-amylamine (2.0 g, 23.3 mmol) in tetrahydrofuran (15 mL) was added 1,3-propane sultone (2.76 g, 22.2 mmol). The solution was stirred at reflux for 2 hours. The reaction mixture was cooled to room temperature. The solid product was collected by filtration, washed with acetone (2×25 mL), and dried in vacuo, to afford compound DG (3.3 g, 73%): 1H NMR (D2O, 500 MHz) 8 ppm 3.04 (t, 2H, J=7.8 Hz), 2.89 (t, 2H, J=7.8 Hz), 2.87 (t, 2H, J=7.3 Hz), 1.97 (m, 2H), 1.55 (m, 2H), 1.18 (s,... Starting materials: O (water), C(C)N1C=C(C(C2=CC(=C(C=C12)Cl)F)=O)C(=O)O (1-ethyl-6-fluoro-7-chloro-4-oxo1,4-dihydro-quinoline-3-carboxylic acid), [Si](C)(C)(C(C)(C)C)N1CCN(CC1)C (4-(t-butyldimethylsilyl)-1-methyl piperazine), O.O.O.[F-].C(CCC)[N+](CCCC)(CCCC)CCCC (tetrabutyl ammonium fluoride trihydrate). Solvent: C(C)#N (acetonitrile), C(C)#N (acetonitrile). Yields the product C(C)N1C=C(C(C2=CC(=C(C=C12)N1CCN(CC1)C)F)=O)C(=O)O (1-Ethyl-6-fluoro-1,4-dihydro-4-oxo-7-(4-methylpiperazinyl)quinoline-3-carboxylic Acid). Yield: 312.0%. As a reaction SMILES: [CH2:1]([N:3]1[C:12]2[C:7](=[CH:8][C:9]([F:14])=[C:10](Cl)[CH:11]=2)[C:6](=[O:15])[C:5]([C:16]([OH:18])=[O:17])=[CH:4]1)[CH3:2].[Si]([N:26]1[CH2:31][CH2:30][N:29]([CH3:32])[CH2:28][CH2:27]1)(C(C)(C)C)(C)C.O.O.O.[F-].C([N+](CCCC)(CCCC)CCCC)CCC.O>C(#N)C>[CH2:1]([N:3]1[C:12]2[C:7](=[CH:8][C:9]([F:14])=[C:10]([N:26]3[CH2:31][CH2:30][N:29]([CH3:32])[CH2:28][CH2:27]3)[CH:11]=2)[C:6](=[O:15])[C:5]([C:16]([OH:18])=[O:17])=[CH:4]1)[CH3:2] |f:2.3.4.5.6|. Reported procedure: 0.5 g (1.85 mmol) of 1-ethyl-6-fluoro-7-chloro-4-oxo-1,4-dihydro-quinoline-3-carboxylic acid (II, R1 : ethyl; X: chloro) and 1.07 g (0.50 mmol) of 4-(t-butyldimethylsilyl)-1-methyl piperazine (III, R2, R3 and R4 : methyl; R5 : t-butyl) are added to 100 ml of acetonitrile and then heated with stirring. A solution of 1.60 g (0.50 mmol) of tetrabutyl ammonium fluoride trihydrate in 5 ml of acetonitrile is added dropwise to the reaction mixture. After heating with stirring for 3 hours,the solvent is... Reactants: NN, O, OCCOCCO, O=C(c1ccc[nH]1)C1CCCCC1. Product: c1c[nH]c(CC2CCCCC2)c1. Reaction SMILES: [NH2:15][NH2:16].[OH2:14].[OH:17][CH2:18][CH2:19][O:20][CH2:21][CH2:22][OH:23].[nH:1]1[c:2]([C:6](=[O:7])[CH:8]2[CH2:9][CH2:10][CH2:11][CH2:12][CH2:13]2)[cH:3][cH:4][cH:5]1>>[nH:1]1[c:2]([CH2:6][CH:8]2[CH2:9][CH2:10][CH2:11][CH2:12][CH2:13]2)[cH:3][cH:4][cH:5]1.